describe an organic reaction: reactants, conditions, products, and yield From a dataset of the Open Reaction Database (ORD), a public repository of structured organic reaction records. Starting materials: [Na] (sodium), BrC(C(C(C)=O)(C)C)C1=CC=C(C=C1)Cl (1-bromo-1-(4-chlorophenyl)-2,2-dimethyl-3-butanone). Solvent: C(C)O (ethanol), O (water), C(C)O (ethanol). Reaction conditions: temperature 20 celsius, time 15 hour. The product is CC1(C(CC1C1=CC=C(C=C1)Cl)=O)C (2,2-dimethyl-3-(4-chlorophenyl)cyclobutanone). Isolated yield 63.9%. As a reaction SMILES: [Na].Br[CH:3]([C:10]1[CH:15]=[CH:14][C:13]([Cl:16])=[CH:12][CH:11]=1)[C:4]([CH3:9])([CH3:8])[C:5](=[O:7])[CH3:6]>C(O)C.O>[CH3:8][C:4]1([CH3:9])[CH:3]([C:10]2[CH:15]=[CH:14][C:13]([Cl:16])=[CH:12][CH:11]=2)[CH2:6][C:5]1=[O:7] |^1:0|. Reported procedure: 0.91 g (0.04 mol) of sodium is dissolved in 100 ml of ethanol and, at 20° C., 10.5 g (0.036 mol) of 1-bromo-1-(4-chlorophenyl)-2,2-dimethyl-3-butanone in 20 ml of ethanol are added. The reaction mixture is stirred at 20° C. for about 15 hours, diluted with water and neutralized. It is extracted with methylene chloride, dried with sodium sulphate and the solvent is distilled off from the filtrate under waterpump vacuum. The residue is purified by distillation under high vacuum. 4.8 g (65% of theo... Starting materials: C(CCCCCCC)NC(=O)NC(CCC(=O)O)=O (N-(N'-octylcarbamoyl)succinamic acid), CS(=O)(=O)O (methanesulfonic acid), OO (hydrogen peroxide). The product is C(CCCCCCC)NC(=O)NC(CCC(=O)OO)=O (N-(N'-Octylcarbamoyl)peroxysuccinamic acid). RXN SMILES: [CH2:1]([NH:9][C:10]([NH:12][C:13](=[O:19])[CH2:14][CH2:15][C:16]([OH:18])=[O:17])=[O:11])[CH2:2][CH2:3][CH2:4][CH2:5][CH2:6][CH2:7][CH3:8].CS(O)(=O)=[O:22].OO>>[CH2:1]([NH:9][C:10]([NH:12][C:13](=[O:19])[CH2:14][CH2:15][C:16]([O:18][OH:22])=[O:17])=[O:11])[CH2:2][CH2:3][CH2:4][CH2:5][CH2:6][CH2:7][CH3:8]. Procedure: 13.6 g (0.05 mol) of N-(N'-octylcarbamoyl)succinamic acid, 50 g of methanesulfonic acid and 6 g (0.15 mol) of hydrogen peroxide (85% strength by weight) are reacted and worked up as described in Example 3. The reactants are O-Benzotriazol-1-yl-N,N,N′N′-tetramethyluronium tetrafluoroborate, C(C)(C)N(CC)C(C)C (diisopropylethylamine), FC1=C(C=C(C=C1)CC1=NNC(C2=CC=CC=C12)=O)NC(CC(C(=O)O)C)=O (N-[2-fluoro-5-(4-oxo-3,4-dihydrophthalazin-1-ylmethyl)phenyl]-2-methylsuccinamic acid). The solvent is CC(=O)N(C)C (dimethylacetamide). Reaction conditions: time 15 minute. Yields the product FC1=C(C=C(C=C1)CC1=NNC(C2=CC=CC=C12)=O)N1C(C(CC1=O)C)=O (1-[2-fluoro-5-(4-oxo-3,4-dihydrophthalazin-1-ylmethyl)phenyl]-3-methylpyrrolidine-2,5-dione). Yield: 68.8%. RXN SMILES: C(N(C(C)C)CC)(C)C.[F:10][C:11]1[CH:16]=[CH:15][C:14]([CH2:17][C:18]2[C:27]3[C:22](=[CH:23][CH:24]=[CH:25][CH:26]=3)[C:21](=[O:28])[NH:20][N:19]=2)=[CH:13][C:12]=1[NH:29][C:30](=[O:37])[CH2:31][CH:32]([CH3:36])[C:33](O)=[O:34]>CC(N(C)C)=O>[F:10][C:11]1[CH:16]=[CH:15][C:14]([CH2:17][C:18]2[C:27]3[C:22](=[CH:23][CH:24]=[CH:25][CH:26]=3)[C:21](=[O:28])[NH:20][N:19]=2)=[CH:13][C:12]=1[N:29]1[C:30](=[O:37])[CH2:31][CH:32]([CH3:36])[C:33]1=[O:34]. Procedure: O-Benzotriazol-1-yl-N,N,N′N′-tetramethyluronium tetrafluoroborate (1.09 g, 3.4 mmol) and diisopropylethylamine (0.98 g, 5.7 mmol) were added sequentially to a stirred solution of N-[2-fluoro-5-(4-oxo-3,4-dihydrophthalazin-1-ylmethyl)phenyl]-2-methylsuccinamic acid (1 g, 2.6 mmol) in dimethylacetamide (5 ml), the mixture was stirred at ambient temperature for 15 minutes, then it was poured onto water (50 ml) and allowed to stand at ambient temperature for 20 hours. The resulting solid was collect... The reactants are C1(CC1)NC1=CC(=CC=C1)OC (cyclopropyl(3-methoxyphenyl)amine), [OH-].[K+] (KOH), ClCC(=O)Cl (chloroacetyl chloride). The solvent is CCOC(=O)C (EtOAc). Conditions: time 30 minute. Yields the product ClCC(=O)N(C1=CC(=CC=C1)OC)C1CC1 (2-chloro-N-cyclopropyl-N-(3-methoxy-phenyl)acetamide). Yield: 80.7%. As a reaction SMILES: [CH:1]1([NH:4][C:5]2[CH:10]=[CH:9][CH:8]=[C:7]([O:11][CH3:12])[CH:6]=2)[CH2:3][CH2:2]1.[OH-].[K+].[Cl:15][CH2:16][C:17](Cl)=[O:18]>CCOC(C)=O>[Cl:15][CH2:16][C:17]([N:4]([CH:1]1[CH2:3][CH2:2]1)[C:5]1[CH:10]=[CH:9][CH:8]=[C:7]([O:11][CH3:12])[CH:6]=1)=[O:18] |f:1.2|. Procedure details: To a mixture of cyclopropyl(3-methoxyphenyl)amine (1.52 g, 9.3 mmol), KOH (1.57 g dissolved in 8 mL H2O) and EtOAc (15 mL) at 0° C. was added dropwise, with vigorous stirring, chloroacetyl chloride (1.12 mL, 14.0 mmol). The mixture was stirred for additional 30 minutes, washed with water (3×350 mL), concentrated and purified on silica gel (CH2Cl2/hexane, 1:1) to provide 2-chloro-N-cyclopropyl-N-(3-methoxy-phenyl)acetamide as a solid (1.80 g, 81%).